From a dataset of the Open Reaction Database (ORD), a public repository of structured organic reaction records. describe an organic reaction: reactants, conditions, products, and yield Starting materials: C(=O)(O)[O-].[Na+] (NaHCO3), C(=O)(C(F)(F)F)O (TFA), [BH4-].[Na+] (NaBH4), ClC(=O)OC (Methyl chloroformate), NC=1N(C(=C(N1)Cl)C(=O)NCC1=C(C(=C(C=C1)Cl)OC1=CC(=CC(=C1)C#N)Cl)F)COCC[Si](C)(C)C (2-amino-4-chloro-N-({4-chloro-3-[(3-chloro-5-cyanophenyl)oxy]-2-fluorophenyl}methyl)-1-({[2-(trimethylsilyl)ethyl]oxy}methyl)-1H-imidazole-5-carboxamide), CCN(C(C)C)C(C)C (DIEA). Solvent: C(Cl)Cl (CH2Cl2), C(Cl)Cl (CH2Cl2). Reaction conditions: time 8 hour. Yields the product ClC=1N=C(NC1C(=O)NCC1=C(C(=C(C=C1)Cl)OC1=CC(=CC(=C1)C#N)Cl)F)NC(OC)=O (Methyl (4-chloro-5-{[({4-chloro-3-[(3-chloro-5-cyanophenyl)oxy]-2-fluorophenyl}methyl)amino]carbonyl}-1H-imidazol-2-yl)carbamate). Yield: 18.1%. Reaction SMILES: Cl[C:2]([O:4][CH3:5])=[O:3].[NH2:6][C:7]1[N:8](COCC[Si](C)(C)C)[C:9]([C:13]([NH:15][CH2:16][C:17]2[CH:22]=[CH:21][C:20]([Cl:23])=[C:19]([O:24][C:25]3[CH:30]=[C:29]([C:31]#[N:32])[CH:28]=[C:27]([Cl:33])[CH:26]=3)[C:18]=2[F:34])=[O:14])=[C:10]([Cl:12])[N:11]=1.CCN(C(C)C)C(C)C.C(O)(C(F)(F)F)=O.[BH4-].[Na+].C([O-])(O)=O.[Na+]>C(Cl)Cl>[Cl:12][C:10]1[N:11]=[C:7]([NH:6][C:2](=[O:3])[O:4][CH3:5])[NH:8][C:9]=1[C:13]([NH:15][CH2:16][C:17]1[CH:22]=[CH:21][C:20]([Cl:23])=[C:19]([O:24][C:25]2[CH:30]=[C:29]([C:31]#[N:32])[CH:28]=[C:27]([Cl:33])[CH:26]=2)[C:18]=1[F:34])=[O:14] |f:4.5,6.7|. Reported procedure: Methyl chloroformate (0.020 mL, 0.26 mmol) was added to a solution of 2-amino-4-chloro-N-({4-chloro-3-[(3-chloro-5-cyanophenyl)oxy]-2-fluorophenyl}methyl)-1-({[2-(trimethylsilyl)ethyl]oxy}methyl)-1H-imidazole-5-carboxamide (0.050 g, 0.086 mmol) and DIEA (0.075 mL, 0.43 mmol) in CH2Cl2 (0.5 mL). The reaction mixture was stirred at RT overnight. TFA (0.5 mL) was added and the reaction mixture was stirred at RT for another 1 h. The reaction mixture was then evaporated and taken up in MeOH (1 mL). N...